From a dataset of the Open Reaction Database (ORD), a public repository of structured organic reaction records. describe an organic reaction: reactants, conditions, products, and yield Starting materials: COc1c2n(c3c(N(C(=O)OC(C)(C)C)S(C)(=O)=O)cn(Cc4ccc(F)c(Cl)c4)c(=O)c13)CCN(C)C2=O, ClCCl, O=C(O)C(F)(F)F. The product is COc1c2n(c3c(NS(C)(=O)=O)cn(Cc4ccc(F)c(Cl)c4)c(=O)c13)CCN(C)C2=O. Reaction SMILES: [Cl:1][c:2]1[cH:3][c:4]([CH2:5][n:6]2[c:7](=[O:35])[c:8]3[c:9]([O:33][CH3:34])[c:10]4[n:11]([c:18]3[c:19]([N:21]([S:22](=[O:23])(=[O:24])[CH3:25])[C:26]([O:27][C:28]([CH3:29])([CH3:30])[CH3:31])=[O:32])[cH:20]2)[CH2:12][CH2:13][N:14]([CH3:17])[C:15]4=[O:16])[cH:36][cH:37][c:38]1[F:39].[Cl:47][CH2:48][Cl:49].[OH:40][C:41]([C:42]([F:43])([F:44])[F:45])=[O:46]>>[Cl:1][c:2]1[cH:3][c:4]([CH2:5][n:6]2[c:7](=[O:35])[c:8]3[c:9]([O:33][CH3:34])[c:10]4[n:11]([c:18]3[c:19]([NH:21][S:22](=[O:23])(=[O:24])[CH3:25])[cH:20]2)[CH2:12][CH2:13][N:14]([CH3:17])[C:15]4=[O:16])[cH:36][cH:37][c:38]1[F:39]. The reactants are COC=1C=C(C=CC1OC)CC(C)N (3-(3,4-dimethoxyphenyl)-2-aminopropane), C([O-])([O-])=O.[Na+].[Na+] (sodium carbonate), C(=O)(OCC)N1C(C=2C(C1=O)=CC=CC2)=O (N-carbethoxyphthalimide). The solvent is C(C)#N (acetonitrile), O (water). Conditions: time 40 minute. Yields the product C1(C=2C(C(N1C(C)CC1=CC(=C(C=C1)OC)OC)=O)=CC=CC2)=O (2-Phthalimido-3-(3,4-dimethoxyphenyl)propane). Yield: 53.2%. RXN SMILES: [CH3:1][O:2][C:3]1[CH:4]=[C:5]([CH2:11][CH:12]([NH2:14])[CH3:13])[CH:6]=[CH:7][C:8]=1[O:9][CH3:10].C(=O)([O-])[O-].[Na+].[Na+].C(N1[C:30](=[O:31])[C:29]2=[CH:32][CH:33]=[CH:34][CH:35]=[C:28]2[C:27]1=[O:36])(OCC)=O>O.C(#N)C>[C:27]1(=[O:36])[N:14]([CH:12]([CH2:11][C:5]2[CH:6]=[CH:7][C:8]([O:9][CH3:10])=[C:3]([O:2][CH3:1])[CH:4]=2)[CH3:13])[C:30](=[O:31])[C:29]2=[CH:32][CH:33]=[CH:34][CH:35]=[C:28]12 |f:1.2.3|. Procedure details: To a stirred solution of 3-(3,4-dimethoxyphenyl)-2-aminopropane (1.95 grams, 10.0 mmol) and sodium carbonate (1.06 grams, 10.0 mmol) in 50 milliliters of water was added N-carbethoxyphthalimide (2.19 grams, 10.0 mmol). After 10 minutes the reaction mixture was diluted with 40 milliliters of acetonitrile and the mixture stirred for 40 minutes The reaction solution was partially concentrated in vacuo to remove the acetonitrile. The resulting mixture of an oil and aqueous layer was extracted with m... Starting materials: Br, CCO, O=Cc1cccc2ccccc12, O=C1CN2C=CC=CC2=N1. Product: O=C1N=C2C=CC=CN2C1=Cc1cccc2ccccc12. Reaction SMILES: [BrH:1].[CH3:24][CH2:25][OH:26].[CH:12](=[O:13])[c:14]1[cH:15][cH:16][cH:17][c:18]2[cH:19][cH:20][cH:21][cH:22][c:23]12.[N:2]1=[C:6]2[N:5]([CH2:4][C:3]1=[O:11])[CH:10]=[CH:9][CH:8]=[CH:7]2>>[N:2]1=[C:6]2[N:5]([C:4](=[CH:12][c:14]3[cH:15][cH:16][cH:17][c:18]4[cH:19][cH:20][cH:21][cH:22][c:23]34)[C:3]1=[O:11])[CH:10]=[CH:9][CH:8]=[CH:7]2. Starting materials: C(C=C)(=O)OCCCC (n-butyl acrylate), C(C=C)(=O)OCC(CCCC)CC (2-ethylhexyl acrylate), C(C1=CC=CC=C1)(=O)OOC(C1=CC=CC=C1)=O (benzoyl peroxide), C(C=C)(=O)OCCCC (n-butyl acrylate), C(C=C)(=O)OCC(CCCC)CC (2-ethylhexyl acrylate), C(CCCCCCCCCCC)S (dodecylmercaptan), C(C1=CC=CC=C1)(=O)OOC(C1=CC=CC=C1)=O (benzoyl peroxide). The solvent is C1(=CC=CC=C1)C (toluene). Run at temperature 80 celsius. Yields the product C(C=C)(=O)OCCCC.C(C=C)(=O)OCC(CCCC)CC (n-butyl acrylate 2-ethylhexyl acrylate). As a reaction SMILES: [C:1]([O:5][CH2:6][CH2:7][CH2:8][CH3:9])(=[O:4])[CH:2]=[CH2:3].[C:10]([O:14][CH2:15][CH:16]([CH2:21][CH3:22])[CH2:17][CH2:18][CH2:19][CH3:20])(=[O:13])[CH:11]=[CH2:12].C(S)CCCCCCCCCCC.C(OOC(=O)C1C=CC=CC=1)(=O)C1C=CC=CC=1>C1(C)C=CC=CC=1>[C:1]([O:5][CH2:6][CH2:7][CH2:8][CH3:9])(=[O:4])[CH:2]=[CH2:3].[C:10]([O:14][CH2:15][CH:16]([CH2:21][CH3:22])[CH2:17][CH2:18][CH2:19][CH3:20])(=[O:13])[CH:11]=[CH2:12] |f:5.6|. Procedure details: A 1 l reaction vessel equipped with a reflux condensor, stirrer, thermometer, and dropping funnel was charged with 75 g of n-butyl acrylate, 25 g of 2-ethylhexyl acrylate, 4 g of dodecylmercaptan, 1 g of benzoyl peroxide, and 200 g of toluene. The mixture was heated to 75-85° C. A mixture of 75 g of n-butyl acrylate, 25 g of 2-ethylhexyl acrylate, and 1 g of benzoyl peroxide was continuously dropped while stirring the mixture at this temperature to carry out the polymerization reaction for three... Reactants: [H-].[H-].[H-].[H-].[Li+].[Al+3] (LiAlH4), [Li]CCCC (n-BuLi), C(C1=CC=CC=C1)S (benzyl mercaptan), C(C1=CC=CC=C1)[C@H]1N(C(OC1)=O)C(=O)[C@H]1[C@@H](CC(CC1)(F)F)COCC1=CC=CC=C1 ((4R)-4-benzyl-3-({(1R,2R)-2-[(benzyloxy)methyl]-4,4-difluorocyclohexyl}carbonyl)-1,3-oxazolidin-2-one), Ice water. Run in C1CCOC1 (THF), C1CCOC1 (THF). Conditions: temperature 0 celsius, time 10 minute. Yields the product C(C1=CC=CC=C1)OC[C@H]1[C@@H](CCC(C1)(F)F)CO ({(1R,2R)-2-[(benzyloxy)methyl]-4,4-difluorocyclohexyl}methanol). Reaction SMILES: [Li]CCCC.C(S)C1C=CC=CC=1.C([C@@H]1COC(=O)N1[C:27]([C@@H:29]1[CH2:34][CH2:33][C:32]([F:36])([F:35])[CH2:31][C@H:30]1[CH2:37][O:38][CH2:39][C:40]1[CH:45]=[CH:44][CH:43]=[CH:42][CH:41]=1)=[O:28])C1C=CC=CC=1.[H-].[H-].[H-].[H-].[Li+].[Al+3]>C1COCC1>[CH2:39]([O:38][CH2:37][C@@H:30]1[CH2:31][C:32]([F:36])([F:35])[CH2:33][CH2:34][C@H:29]1[CH2:27][OH:28])[C:40]1[CH:41]=[CH:42][CH:43]=[CH:44][CH:45]=1 |f:3.4.5.6.7.8|. Procedure details: A solution of n-BuLi (2.5M in hexanes, 10 mL) was added slowly to a solution of benzyl mercaptan (3.6 mL, 40 mmol) in THF (40 mL) at 0° C. The resulting pale-yellow solution was stirred at 0° C. for 10 min prior to the introduction of (4R)-4-benzyl-3-({(1R,2R)-2-[(benzyloxy)methyl]-4,4-difluorocyclohexyl}carbonyl)-1,3-oxazolidin-2-one (8.52 g, 19.2 mmol) as a solution in THF (30 mL). After 10 min, a solution of LiAlH4 (1.0 M in THF, 22 mL) was slowly added to the reaction mixture with continued ... Reactants: [I-].[K+] (potassium iodide), ClC=1C=CC2=C(C(=NCC=3N2C(=NN3)CCl)C3=C(C=CC=C3)Cl)C1 (8-chloro-1-(chloromethyl)-6-(o-chlorophenyl)-4H-s-triazolo[4,3-a][1,4]benzodiazepine), CNCC1CC1 (methyl(cyclopropylmethyl)amine). The solvent is O1CCCC1 (tetrahydrofuran). The product is ClC=1C=CC2=C(C(=NCC=3N2C(=NN3)CN(C)CC3CC3)C3=C(C=CC=C3)Cl)C1 (8-chloro-1-[[(cyclopropylmethyl)methylamino]methyl]-6-(o-chlorophenyl)-4H-s-triazolo[4,3-a][1,4]-benzodiazepine). Reaction SMILES: [I-].[K+].[Cl:3][C:4]1[CH:5]=[CH:6][C:7]2[N:13]3[C:14]([CH2:17]Cl)=[N:15][N:16]=[C:12]3[CH2:11][N:10]=[C:9]([C:19]3[CH:24]=[CH:23][CH:22]=[CH:21][C:20]=3[Cl:25])[C:8]=2[CH:26]=1.[CH3:27][NH:28][CH2:29][CH:30]1[CH2:32][CH2:31]1>O1CCCC1>[Cl:3][C:4]1[CH:5]=[CH:6][C:7]2[N:13]3[C:14]([CH2:17][N:28]([CH2:29][CH:30]4[CH2:32][CH2:31]4)[CH3:27])=[N:15][N:16]=[C:12]3[CH2:11][N:10]=[C:9]([C:19]3[CH:24]=[CH:23][CH:22]=[CH:21][C:20]=3[Cl:25])[C:8]=2[CH:26]=1 |f:0.1|. Procedure details: In the manner given in Preparation 29, potassium iodide and 8-chloro-1-(chloromethyl)-6-(o-chlorophenyl)-4H-s-triazolo[4,3-a][1,4]benzodiazepine in tetrahydrofuran are treated with methyl(cyclopropylmethyl)amine to give 8-chloro-1-[[(cyclopropylmethyl)methylamino]methyl]-6-(o-chlorophenyl)-4H-s-triazolo[4,3-a][1,4]-benzodiazepine. Preparation 31 8-Bromo-1-[[(cyclopropylemethyl)ethylamino]methyl]-6-phenyl-4H-s-triazolo[4,3-a][1,4]benzodiazepine